From a dataset of the Open Reaction Database (ORD), a public repository of structured organic reaction records. describe an organic reaction: reactants, conditions, products, and yield The reactants are ClC(Cl)Cl, OCc1c(Cl)cc(Cl)cc1Cl, CN(C)C=O, O=S(Cl)Cl. The product is ClCc1c(Cl)cc(Cl)cc1Cl. RXN SMILES: [CH:21]([Cl:22])([Cl:23])[Cl:24].[Cl:1][c:2]1[c:3]([CH2:4][OH:5])[c:6]([Cl:11])[cH:7][c:8]([Cl:10])[cH:9]1.[O:16]=[CH:17][N:18]([CH3:19])[CH3:20].[S:12]([Cl:13])([Cl:14])=[O:15]>>[Cl:1][c:2]1[c:3]([CH2:4][Cl:14])[c:6]([Cl:11])[cH:7][c:8]([Cl:10])[cH:9]1. Starting materials: C(CCC)N1S(C(=C(C1=O)Cl)C1=CC=CC=C1)(=O)=O (2-Butyl-4-chloro-5-phenylisothiazol-3(2H)-one 1,1-dioxide), FC(OC1=CC=C(C=C1)N)(F)F ([4-(Trifluoromethoxy)phenyl]amine). The solvent is CN(C)C=O (DMF). Run at temperature 140 celsius. Yields the product C(CCC)N1S(C(=C(C1=O)NC1=CC=C(C=C1)OC(F)(F)F)C1=CC=CC=C1)(=O)=O (2-Butyl-5-phenyl-4-{[4-(trifluoromethoxy)phenyl]amino}isothiazol-3(2H)-one 1,1-dioxide). Isolated yield 57.8%. RXN SMILES: [CH2:1]([N:5]1[C:9](=[O:10])[C:8](Cl)=[C:7]([C:12]2[CH:17]=[CH:16][CH:15]=[CH:14][CH:13]=2)[S:6]1(=[O:19])=[O:18])[CH2:2][CH2:3][CH3:4].[F:20][C:21]([F:31])([F:30])[O:22][C:23]1[CH:28]=[CH:27][C:26]([NH2:29])=[CH:25][CH:24]=1>CN(C=O)C>[CH2:1]([N:5]1[C:9](=[O:10])[C:8]([NH:29][C:26]2[CH:27]=[CH:28][C:23]([O:22][C:21]([F:20])([F:30])[F:31])=[CH:24][CH:25]=2)=[C:7]([C:12]2[CH:17]=[CH:16][CH:15]=[CH:14][CH:13]=2)[S:6]1(=[O:19])=[O:18])[CH2:2][CH2:3][CH3:4]. Procedure: 2-Butyl-4-chloro-5-phenylisothiazol-3(2H)-one 1,1-dioxide (110 mg, 0.330 mmol) was dissolved in dry DMF (0.5 mL) under nitrogen atmosphere. [4-(Trifluoromethoxy)phenyl]amine (175 mg, 0.991 mmol) was added and the reaction mixture was heated in a microwave reactor for 25 mins at 140° C. The crude product was purified by preparative HPLC affording the title compound (84 mg, 56.6%). 1H NMR (500 MHz, CD3CN): δ 1.00 (t, 3H), 1.43-1.52 (m, 2H), 1.78-1.85 (m, 2H), 3.75 (t, 2H), 6.85-6.93 (m, 4H), 7.11-... Reaction SMILES: [CH2:14]([CH:15]=[CH2:16])[Br:17].[CH2:1]([CH:2]=[CH2:3])[N:4]1[CH2:5][CH2:6][CH2:7][CH:8]2[CH2:9][CH2:10][CH2:11][CH2:12][CH:13]12.[CH3:18][CH2:19][O:20][CH2:21][CH3:22]>>[Br-:17].[CH2:1]([CH:2]=[CH2:3])[N+:4]1([CH2:16][CH:15]=[CH2:14])[CH2:5][CH2:6][CH2:7][CH:8]2[CH2:9][CH2:10][CH2:11][CH2:12][CH:13]12. Product: [Br-], C=CC[N+]1(CC=C)CCCC2CCCCC21. Starting materials: C=CCBr, C=CCN1CCCC2CCCCC21, CCOCC.